This data is from the Open Reaction Database (ORD), a public repository of structured organic reaction records. The task is: describe an organic reaction: reactants, conditions, products, and yield Reactants: COCCOc1cc(N(C)S(=O)(=O)c2ccccn2)c2[nH]c(C(=O)NC(CSC(c3ccccc3)(c3ccccc3)c3ccccc3)C(=O)OC)cc2c1, ClCCl, O=S(=O)(OS(=O)(=O)C(F)(F)F)C(F)(F)F, [Na+], O=C([O-])O, O=P(c1ccccc1)(c1ccccc1)c1ccccc1, CSc1ccccc1. The product is COCCOc1cc(N(C)S(=O)(=O)c2ccccn2)c2[nH]c(C3=NC(C(=O)OC)CS3)cc2c1. As a reaction SMILES: [CH3:36][O:37][C:38]([CH:39]([NH:40][C:41]([c:43]1[nH:44][c:45]2[c:46]([N:57]([S:58](=[O:59])(=[O:60])[c:61]3[n:62][cH:63][cH:64][cH:65][cH:66]3)[CH3:67])[cH:47][c:48]([O:52][CH2:53][CH2:54][O:55][CH3:56])[cH:49][c:50]2[cH:51]1)=[O:88])[CH2:68][S:69][C:42]([c:70]1[cH:71][cH:72][cH:73][cH:74][cH:75]1)([c:76]1[cH:77][cH:78][cH:79][cH:80][cH:81]1)[c:82]1[cH:83][cH:84][cH:85][cH:86][cH:87]1)=[O:89].[Cl:103][CH2:104][Cl:105].[F:21][C:22]([S:23]([O:24][S:25]([C:26]([F:27])([F:28])[F:29])(=[O:30])=[O:31])(=[O:32])=[O:33])([F:34])[F:35].[Na+:98].[OH:99][C:100](=[O:101])[O-:102].[c:1]1([P:2](=[O:3])([c:4]2[cH:5][cH:6][cH:7][cH:8][cH:9]2)[c:10]2[cH:11][cH:12][cH:13][cH:14][cH:15]2)[cH:16][cH:17][cH:18][cH:19][cH:20]1.[c:90]1([S:91][CH3:92])[cH:93][cH:94][cH:95][cH:96][cH:97]1>>[CH3:36][O:37][C:38]([CH:39]1[N:40]=[C:41]([c:43]2[nH:44][c:45]3[c:46]([N:57]([S:58](=[O:59])(=[O:60])[c:61]4[n:62][cH:63][cH:64][cH:65][cH:66]4)[CH3:67])[cH:47][c:48]([O:52][CH2:53][CH2:54][O:55][CH3:56])[cH:49][c:50]3[cH:51]2)[S:69][CH2:68]1)=[O:89].